From a dataset of the Open Reaction Database (ORD), a public repository of structured organic reaction records. describe an organic reaction: reactants, conditions, products, and yield The reactants are CCOC(=O)c1c[nH]c2c(=O)ccccc2c1=O, Cl. Product: O=C(O)c1c[nH]c2c(=O)ccccc2c1=O. Reaction SMILES: [CH2:1]([CH3:2])[O:3][C:4](=[O:5])[c:6]1[c:7](=[O:18])[c:8]2[c:9]([nH:10][cH:11]1)[c:12](=[O:17])[cH:13][cH:14][cH:15][cH:16]2.[ClH:19]>>[O:3]=[C:4]([OH:5])[c:6]1[c:7](=[O:18])[c:8]2[c:9]([nH:10][cH:11]1)[c:12](=[O:17])[cH:13][cH:14][cH:15][cH:16]2. Reactants: Br\C(\C(=O)OC(C)(C)C)=C/C1=C(N(C2=CC(=CC(=C12)Cl)Cl)S(=O)(=O)C1=CC=C(C=C1)C)C(=O)OCC ((Z)-2-bromo-3-(1-p-toluenesulfonyl-2-carboethoxy-4,6-dichloroindol-3-yl)propenoic acid, t-butyl ester), O1C(=CC=C1)B(O)O (furan-2-boronic acid), C([O-])([O-])=O.[Cs+].[Cs+] (cesium carbonate), C(C)OCC.CCCCCC (diethyl ether hexane). Solvent: C1(=CC=CC=C1)C (toluene). Conditions: temperature 90 celsius, time 3 day. The product is O1C(=CC=C1)/C(/C(=O)OC(C)(C)C)=C\C1=C(N(C2=CC(=CC(=C12)Cl)Cl)S(=O)(=O)C1=CC=C(C=C1)C)C(=O)OCC ((E)-2-(Fur-2-yl)-3-(1-p-toluenesulfonyl-2-carboethoxy-4,6-dichloroindol-3-yl)propenoic acid, t-butyl ester). Reaction SMILES: Br/[C:2](=[CH:10]\[C:11]1[C:19]2[C:14](=[CH:15][C:16]([Cl:21])=[CH:17][C:18]=2[Cl:20])[N:13]([S:22]([C:25]2[CH:30]=[CH:29][C:28]([CH3:31])=[CH:27][CH:26]=2)(=[O:24])=[O:23])[C:12]=1[C:32]([O:34][CH2:35][CH3:36])=[O:33])/[C:3]([O:5][C:6]([CH3:9])([CH3:8])[CH3:7])=[O:4].[O:37]1[CH:41]=[CH:40][CH:39]=[C:38]1B(O)O.C(=O)([O-])[O-].[Cs+].[Cs+].C(OCC)C.CCCCCC>C1(C)C=CC=CC=1>[O:37]1[CH:41]=[CH:40][CH:39]=[C:38]1/[C:2](=[CH:10]\[C:11]1[C:19]2[C:14](=[CH:15][C:16]([Cl:21])=[CH:17][C:18]=2[Cl:20])[N:13]([S:22]([C:25]2[CH:26]=[CH:27][C:28]([CH3:31])=[CH:29][CH:30]=2)(=[O:24])=[O:23])[C:12]=1[C:32]([O:34][CH2:35][CH3:36])=[O:33])/[C:3]([O:5][C:6]([CH3:8])([CH3:7])[CH3:9])=[O:4] |f:2.3.4,5.6|. Procedure details: Combine (Z)-2-bromo-3-(1-p-toluenesulfonyl-2-carboethoxy-4,6-dichloroindol-3-yl)propenoic acid, t-butyl ester (1.00 g, 1.6 mmol), furan-2-boronic acid (0.27 g, 2.4 mmol), and cesium carbonate (1.00 g, 3.2 mmol) in toluene (15 mL). Sparge with nitrogen for 15 minutes. Add tetrakis(triphenylphosphine)palladium(0) (50 mg). Heat to 90° C. After 3 days, partition the reaction mixture between ethyl acetate and water. Separate the layers. Dry the organic layer over MgSO4, filter, and evaporate in vacuo... The reactants are OC1CCC2=NC3=CC(=CC=C3C(N2C1)=O)C#CC1=NC=CC=C1 (8-hydroxy-3-(pyridin-2-ylethynyl)-8,9-dihydro-6H-pyrido[2,1-b]quinazolin-11(7H)-one), CCN(CC)S(F)(F)F (DAST). Solvent: C(Cl)Cl (DCM). Reaction conditions: time 3 hour. Yields the product FC1CCC2=NC3=CC(=CC=C3C(N2C1)=O)C#CC1=NC=CC=C1 (8-fluoro-3-(pyridin-2-ylethynyl)-8,9-dihydro-6H-pyrido[2,1-b]quinazolin-11(7H)-one). As a reaction SMILES: O[CH:2]1[CH2:15][N:14]2[C:5](=[N:6][C:7]3[C:12]([C:13]2=[O:16])=[CH:11][CH:10]=[C:9]([C:17]#[C:18][C:19]2[CH:24]=[CH:23][CH:22]=[CH:21][N:20]=2)[CH:8]=3)[CH2:4][CH2:3]1.CCN(S(F)(F)[F:31])CC>C(Cl)Cl>[F:31][CH:2]1[CH2:15][N:14]2[C:5](=[N:6][C:7]3[C:12]([C:13]2=[O:16])=[CH:11][CH:10]=[C:9]([C:17]#[C:18][C:19]2[CH:24]=[CH:23][CH:22]=[CH:21][N:20]=2)[CH:8]=3)[CH2:4][CH2:3]1. Procedure: To a stirred solution of 8-hydroxy-3-(pyridin-2-ylethynyl)-8,9-dihydro-6H-pyrido[2,1-b]quinazolin-11(7H)-one (100 mg, 0.315 mmol, 1 eq) in DCM was added excess DAST under N2 at −78° C. After stirring at the same temperature for 3 hours, the reaction mixture was quenched with water (20 mL) and extracted with ethyl acetate (3×20 mL). The combined organic layers were dried over Na2SO4 and concentrated under reduced pressure to give the desired product, which was purified by silica gel chromatograph...